This data is from the Open Reaction Database (ORD), a public repository of structured organic reaction records. The task is: describe an organic reaction: reactants, conditions, products, and yield Starting materials: [H-].[Al+3].[Li+].[H-].[H-].[H-] (lithium aluminum hydride), C(C1=CC=CC=C1)OC[C@@H](C(=O)OC)C (methyl (S)-3-benzyloxy-2-methylpropanoate), solution, [H-].[Al+3].[Li+].[H-].[H-].[H-] (lithium aluminum hydride), CCOC(=O)C.CCCCCC (EtOAc hexane). Yields the product C(C1=CC=CC=C1)OC[C@H](CO)C ((S)-3-Benzvloxy-2-methylpropan-1-ol). Conditions: temperature 27.5 celsius. Reaction SMILES: [CH2:1]([O:8][CH2:9][C@H:10]([CH3:15])[C:11](OC)=[O:12])[C:2]1[CH:7]=[CH:6][CH:5]=[CH:4][CH:3]=1.[H-].[Al+3].[Li+].[H-].[H-].[H-].CCOC(C)=O.CCCCCC>C1COCC1>[CH2:1]([O:8][CH2:9][C@@H:10]([CH3:15])[CH2:11][OH:12])[C:2]1[CH:7]=[CH:6][CH:5]=[CH:4][CH:3]=1 |f:1.2.3.4.5.6,7.8|. Procedure details: An oven dried three-necked 2 L round bottom flask was equipped with a mechanical stirrer, a reflux condenser and a 500 mL constant pressure addition funnel. The flask was charged with a solution of 62.252 g (0.299 mol) of methyl (S)-3-benzyloxy-2-methylpropanoate in 600 mL of anhydrous THF, and a 1.0 M solution of lithium aluminum hydride (300 mL; 0.3 mol) was transferred into the dropping funnel via a cannula. Stirring was started and the lithium aluminum hydride solution was added over 45 minu... Isolated yield 88.5%. The solvent is C1CCOC1 (THF). The reactants are CCC(C)(C)[O-].[K+] (potassium tert-amylate), C(CCC)[Mg]C(C)CC (n-butyl-sec-butyl-magnesium), CC(CO)CCC (2-methyl-1-pentanol), CC(CO)CCC (2-methyl-1-pentanol). The solvent is C1CCCCC1 (cyclohexane), CCCCCCC (heptane). Product: CC(COCC(CCC)C)CCC.[Mg] (magnesium 2-methyl-1-pentyloxide). Reaction SMILES: [CH2:1]([Mg:5]C(CC)C)CCC.[CH3:10][CH:11]([CH2:14][CH2:15][CH3:16])[CH2:12][OH:13].[CH3:17][CH2:18][C:19]([O-])([CH3:21])[CH3:20].[K+]>CCCCCCC.C1CCCCC1>[CH3:10][CH:11]([CH2:14][CH2:15][CH3:16])[CH2:12][O:13][CH2:20][CH:19]([CH3:21])[CH2:18][CH2:17][CH3:1].[Mg:5] |f:2.3,6.7|. Procedure: To a volume of 10 ml of 1.156 Molar n-butyl-sec-butyl-magnesium (11.56 mmoles) there is added 1.43 ml (11.56 mmoles) of 2-methyl-1-pentanol, diluted to 5 ml with heptane. Then, 0.6 ml of 0.99 Molar (0.59 mmoles) of potassium tert-amylate in cyclohexane solution is added, followed by an additional 1.43 ml of 2-methyl-1-pentanol (11.56 mmoles). A pale yellow, clear, slightly viscous solution of magnesium 2-methyl-1-pentyloxide is obtained. No excess of 2-methyl-1-pentanol is added as in comparativ... The reactants are ClC1=C(C=CC(=C1)OC1=NC=NC2=CC(=C(C=C12)OC)O)NC(=O)NCCC (N-{2-Chloro-4-[(7-hydroxy-6-methoxy-4-quinazolinyl)oxy]phenyl}-N′-propylurea), C([O-])([O-])=O.[K+].[K+] (potassium carbonate), BrCCCBr (1,3-dibromopropane). The solvent is CN(C=O)C (N,N-dimethylformamide). Run at time 3 hour. Product: BrCCCOC1=C(C=C2C(=NC=NC2=C1)OC1=CC(=C(C=C1)NC(=O)NCCC)Cl)OC (N-(4-{[7-(3-bromopropoxy)-6-methoxy-4-quinazolinyl ]-oxy}-2-chlorophenyl)-N′-propylurea). Isolated yield 78.0%. As a reaction SMILES: [Cl:1][C:2]1[CH:7]=[C:6]([O:8][C:9]2[C:18]3[C:13](=[CH:14][C:15]([OH:21])=[C:16]([O:19][CH3:20])[CH:17]=3)[N:12]=[CH:11][N:10]=2)[CH:5]=[CH:4][C:3]=1[NH:22][C:23]([NH:25][CH2:26][CH2:27][CH3:28])=[O:24].C(=O)([O-])[O-].[K+].[K+].[Br:35][CH2:36][CH2:37][CH2:38]Br>CN(C)C=O>[Br:35][CH2:36][CH2:37][CH2:38][O:21][C:15]1[CH:14]=[C:13]2[C:18]([C:9]([O:8][C:6]3[CH:5]=[CH:4][C:3]([NH:22][C:23]([NH:25][CH2:26][CH2:27][CH3:28])=[O:24])=[C:2]([Cl:1])[CH:7]=3)=[N:10][CH:11]=[N:12]2)=[CH:17][C:16]=1[O:19][CH3:20] |f:1.2.3|. Procedure: N-{2-Chloro-4-[(7-hydroxy-6-methoxy-4-quinazolinyl)oxy]phenyl}-N′-propylurea (75 mg), potassium carbonate (51 mg), and 1,3-dibromopropane (76 μl) was dissolved in N,N-dimethylformamide (4 ml), and the solution was stirred at room temperature for 3 hr. The solvent was removed by distillation under the reduced pressure. Water was added to the residue, and the mixture was extracted with chloroform. The organic layer was dried over anhydrous sodium sulfate. The solvent was removed by distillation un... Starting materials: [H][H] (hydrogen), C(C)(C)(C)OC(=O)N\C(\C(=O)OC)=C/C(C)(C)C (Methyl (2Z)-2-[(tert-butoxycarbonyl)amino]-4,4-dimethylpent-2-enoate), (+)-1,2-bis[(2R,5R)-diethylphospholano]benzene(cyclooctadiene)rhodium(I) triflate, O1CCOCC1 (dioxane). Reported procedure: Methyl (2Z)-2-[(tert-butoxycarbonyl)amino]-4,4-dimethylpent-2-enoate (example 4A, 60 g, 233.2 mmol) is dissolved in ethanol p.a./dioxane 3:1 (1000 ml). An argon protective gas atmosphere is passed through with a needle (˜10 min). The solution is placed in an ultrasonic bath (about 5 min) and (+)-1,2-bis[(2R,5R)-diethylphospholano]benzene(cyclooctadiene)rhodium(I) triflate (600 mg, 1% by weight) is added. The mixture is hydrogenated under a pressure of 3.5 bar of hydrogen and at RT for 3 days. Th... As a reaction SMILES: [C:1]([O:5][C:6]([NH:8]/[C:9](=[CH:14]\[C:15]([CH3:18])([CH3:17])[CH3:16])/[C:10]([O:12][CH3:13])=[O:11])=[O:7])([CH3:4])([CH3:3])[CH3:2].O1CCOCC1.[H][H]>C(O)C>[CH3:13][O:12][C:10](=[O:11])[C@@H:9]([CH2:14][C:15]([CH3:18])([CH3:17])[CH3:16])[NH:8][C:6]([O:5][C:1]([CH3:2])([CH3:3])[CH3:4])=[O:7]. Solvent: C(C)O (ethanol). Yields the product COC([C@H](NC(=O)OC(C)(C)C)CC(C)(C)C)=O (N2-(tert-Butoxycarbonyl)-3-tert-butyl-D-alanine Methyl Ester). The reactants are CON, CCO, Cl, CC(=O)C=Cc1cn(C(c2ccccc2)(c2ccccc2)c2ccccc2)c(F)n1, c1ccncc1. The product is CON=C(C)C=Cc1cn(C(c2ccccc2)(c2ccccc2)c2ccccc2)c(F)n1. As a reaction SMILES: [CH3:32][O:33][NH2:34].[CH3:41][CH2:42][OH:43].[ClH:31].[F:1][c:2]1[n:3]([C:12]([c:13]2[cH:14][cH:15][cH:16][cH:17][cH:18]2)([c:19]2[cH:20][cH:21][cH:22][cH:23][cH:24]2)[c:25]2[cH:26][cH:27][cH:28][cH:29][cH:30]2)[cH:4][c:5]([CH:7]=[CH:8][C:9]([CH3:10])=[O:11])[n:6]1.[cH:35]1[cH:36][cH:37][n:38][cH:39][cH:40]1>>[F:1][c:2]1[n:3]([C:12]([c:13]2[cH:14][cH:15][cH:16][cH:17][cH:18]2)([c:19]2[cH:20][cH:21][cH:22][cH:23][cH:24]2)[c:25]2[cH:26][cH:27][cH:28][cH:29][cH:30]2)[cH:4][c:5]([CH:7]=[CH:8][C:9]([CH3:10])=[N:34][O:33][CH3:32])[n:6]1.